Dataset: the Open Reaction Database (ORD), a public repository of structured organic reaction records. Task: describe an organic reaction: reactants, conditions, products, and yield Starting materials: C1(=C(C=CC=C1)N)N (o-phenylenediamine), CNC(=O)NC (N,N'-dimethyl urea). Solvent: ClC1=C(C=CC=C1)Cl (o-dichlorobenzene). Reaction conditions: temperature 172 celsius, time 4 hour. Product: 250.8, N=1C(N=C2C1C=CC=C2)=O (benzimidazolone). The yield is 93.6%. Reaction SMILES: [C:1]1([NH2:8])[CH:6]=[CH:5][CH:4]=[CH:3][C:2]=1[NH2:7].CN[C:11](NC)=[O:12]>ClC1C=CC=CC=1Cl>[N:7]1[C:11](=[O:12])[N:8]=[C:1]2[CH:6]=[CH:5][CH:4]=[CH:3][C:2]=12. Procedure: 216 Parts of o-phenylenediamine and 193.6 parts of N,N'-dimethyl urea are heated in 1000 parts of o-dichlorobenzene for 2 hours to 172° C. Methylanine evolves at 130° C. The suspension is stirred for a further 4 hours at 172° C, then cooled to room temperature and filtered by suction. The filter cake is washed with 800 parts by volume of ethanol and suspended in 1000 parts of water. This suspension is filtered by suction, washed with 100 parts of water and the filter cake is dried at 100° C, giv... Reactants: O=C([O-])O, CC(C)(C)OC(=O)c1ccc(B2OC(C)(C)C(C)(C)O2)cc1NC(=O)c1ccccc1, CCOC(C)=O, Cc1ccccc1, CCO, Cc1ccc(I)cc1Cl, [Na+], O, c1ccc(P(c2ccccc2)(c2ccccc2)[Pd](P(c2ccccc2)(c2ccccc2)c2ccccc2)(P(c2ccccc2)(c2ccccc2)c2ccccc2)P(c2ccccc2)(c2ccccc2)c2ccccc2)cc1. Yields the product Cc1ccc(-c2ccc(C(=O)OC(C)(C)C)c(NC(=O)c3ccccc3)c2)cc1Cl. As a reaction SMILES: [C:10](=[O:11])([O-:12])[OH:13].[C:18]([c:19]1[cH:20][cH:21][cH:22][cH:23][cH:24]1)(=[O:25])[NH:26][c:27]1[c:28]([C:29](=[O:30])[O:31][C:32]([CH3:33])([CH3:34])[CH3:35])[cH:36][cH:37][c:38]([B:40]2[O:41][C:42]([CH3:43])([CH3:44])[C:45]([CH3:46])([CH3:47])[O:48]2)[cH:39]1.[CH3:127][CH2:128][O:129][C:130](=[O:131])[CH3:132].[CH3:133][c:134]1[cH:135][cH:136][cH:137][cH:138][cH:139]1.[CH3:15][CH2:16][OH:17].[Cl:1][c:2]1[c:3]([CH3:9])[cH:4][cH:5][c:6]([I:8])[cH:7]1.[Na+:14].[OH2:126].[cH:49]1[cH:50][cH:51][c:52]([P:53]([Pd:54]([P:55]([c:56]2[cH:57][cH:58][cH:59][cH:60][cH:61]2)([c:62]2[cH:63][cH:64][cH:65][cH:66][cH:67]2)[c:68]2[cH:69][cH:70][cH:71][cH:72][cH:73]2)([P:74]([c:75]2[cH:76][cH:77][cH:78][cH:79][cH:80]2)([c:81]2[cH:82][cH:83][cH:84][cH:85][cH:86]2)[c:87]2[cH:88][cH:89][cH:90][cH:91][cH:92]2)[P:93]([c:94]2[cH:95][cH:96][cH:97][cH:98][cH:99]2)([c:100]2[cH:101][cH:102][cH:103][cH:104][cH:105]2)[c:106]2[cH:107][cH:108][cH:109][cH:110][cH:111]2)([c:112]2[cH:113][cH:114][cH:115][cH:116][cH:117]2)[c:118]2[cH:119][cH:120][cH:121][cH:122][cH:123]2)[cH:124][cH:125]1>>[Cl:1][c:2]1[c:3]([CH3:9])[cH:4][cH:5][c:6](-[c:38]2[cH:37][cH:36][c:28]([C:29](=[O:30])[O:31][C:32]([CH3:33])([CH3:34])[CH3:35])[c:27]([NH:26][C:18]([c:19]3[cH:20][cH:21][cH:22][cH:23][cH:24]3)=[O:25])[cH:39]2)[cH:7]1. The reactants are aqueous solution, NO (NH2OH), ClC=1C=C(C=CC1Cl)NC1=NC=NC2=CC(=C(C=C12)OC)OCC#N ({[4-[(3,4-dichlorophenyl)amino]-6-(methyloxy)quinazolin-7-yl]oxy}acetonitrile). The solvent is CCO (EtOH). Yields the product ClC=1C=C(C=CC1Cl)NC1=NC=NC2=CC(=C(C=C12)OC)OCC(NO)=N (2-{[4-[(3,4-dichlorophenyl)amino]-6-(methyloxy)quinazolin-7-yl]oxy}-N-hydroxyethanimidamide). Isolated yield 90.4%. Reaction SMILES: [Cl:1][C:2]1[CH:3]=[C:4]([NH:9][C:10]2[C:19]3[C:14](=[CH:15][C:16]([O:22][CH2:23][C:24]#[N:25])=[C:17]([O:20][CH3:21])[CH:18]=3)[N:13]=[CH:12][N:11]=2)[CH:5]=[CH:6][C:7]=1[Cl:8].[NH2:26][OH:27]>CCO>[Cl:1][C:2]1[CH:3]=[C:4]([NH:9][C:10]2[C:19]3[C:14](=[CH:15][C:16]([O:22][CH2:23][C:24](=[NH:25])[NH:26][OH:27])=[C:17]([O:20][CH3:21])[CH:18]=3)[N:13]=[CH:12][N:11]=2)[CH:5]=[CH:6][C:7]=1[Cl:8]. Reported procedure: To a suspension of {[4-[(3,4-dichlorophenyl)amino]-6-(methyloxy)quinazolin-7-yl]oxy}acetonitrile (14.7 g; 39.3 mmol) in EtOH (600 ml) was added a 50% aqueous solution of NH2OH (24.1 ml; 393 mmol) and the reaction mixture was refluxed for 2 hours. The solvent was evaporated off and the residue was triturated with ether, collected by filtration and dried under vacuum to give 2-{[4-[(3,4-dichlorophenyl)amino]-6-(methyloxy)quinazolin-7-yl]oxy}-N-hydroxyethanimidamide (14.5 g; 90% yield). 1H NMR (400... Reactants: O=C1Nc2ncc(Br)cc2C1(Br)Br, CC(=O)O. Product: O=C1Cc2cc(Br)cnc2N1. Reaction SMILES: [Br:1][C:2]1([Br:13])[C:3](=[O:12])[NH:4][c:5]2[n:6][cH:7][c:8]([Br:11])[cH:9][c:10]21.[CH3:14][C:15](=[O:16])[OH:17]>>[CH2:2]1[C:3](=[O:12])[NH:4][c:5]2[n:6][cH:7][c:8]([Br:11])[cH:9][c:10]21.